Dataset: the Open Reaction Database (ORD), a public repository of structured organic reaction records. Task: describe an organic reaction: reactants, conditions, products, and yield Reported procedure: A solution of 2-(N-bromoacetylamino) benzoic acid from Example 79 (8.00 g, 31.0 mmol), meta-fluoroaniline (7.45 mL, 77.5 mmol) and DMF (80 mL) was heated to 80° C. for 8 h. The mixture was cooled, poured over H2O (1 L) and 5% KOH (300 mL) and washed with CH2Cl2 (3×300 mL). The aqueous layer was acidified to pH 2 with 2N HCl, cooled below room temperature, and filtered. The filter cake was rinsed with cold water (100 mL) and dried under high vacuum at 45° C. to yield 7.00 g (78%) of the title com... As a reaction SMILES: Br[CH2:2][C:3]([NH:5][C:6]1[CH:14]=[CH:13][CH:12]=[CH:11][C:7]=1[C:8]([OH:10])=[O:9])=[O:4].[F:15][C:16]1[CH:17]=[C:18]([CH:20]=[CH:21][CH:22]=1)[NH2:19].CN(C=O)C.[OH-].[K+]>O>[F:15][C:16]1[CH:17]=[C:18]([NH:19][CH2:2][C:3]([NH:5][C:6]2[CH:14]=[CH:13][CH:12]=[CH:11][C:7]=2[C:8]([OH:10])=[O:9])=[O:4])[CH:20]=[CH:21][CH:22]=1 |f:3.4|. Product: FC=1C=C(C=CC1)NCC(=O)NC1=C(C(=O)O)C=CC=C1 (2-[[N-(3-Fluorophenyl)amino]acetamido]benzoic acid). Run in O (H2O). Reactants: BrCC(=O)NC1=C(C(=O)O)C=CC=C1 (2-(N-Bromoacetylamino)benzoic Acid), FC=1C=C(N)C=CC1 (meta-fluoroaniline), CN(C)C=O (DMF), [OH-].[K+] (KOH). Yield: 78.3%. Starting materials: COC(=O)c1nc2c3c(N4CCOCC4)cccc3[nH]n2c(=O)c1O, C[O-], CO, NCc1ccc(F)cc1, [Na+]. Product: O=C(NCc1ccc(F)cc1)c1nc2c3c(N4CCOCC4)cccc3[nH]n2c(=O)c1O. RXN SMILES: [CH3:1][O:2][C:3](=[O:4])[c:5]1[n:6][c:7]2[n:8]([nH:9][c:10]3[cH:11][cH:12][cH:13][c:14]([N:16]4[CH2:17][CH2:18][O:19][CH2:20][CH2:21]4)[c:15]23)[c:22](=[O:25])[c:23]1[OH:24].[CH3:26][O-:27].[CH3:38][OH:39].[F:29][c:30]1[cH:31][cH:32][c:33]([CH2:34][NH2:35])[cH:36][cH:37]1.[Na+:28]>>[O:2]=[C:3]([c:5]1[n:6][c:7]2[n:8]([nH:9][c:10]3[cH:11][cH:12][cH:13][c:14]([N:16]4[CH2:17][CH2:18][O:19][CH2:20][CH2:21]4)[c:15]23)[c:22](=[O:25])[c:23]1[OH:24])[NH:35][CH2:34][c:33]1[cH:32][cH:31][c:30]([F:29])[cH:37][cH:36]1. The reactants are COC=1C=C2[C@]3([C@@H](N(C2=CC1)C)N(CC3)CCC3=CC=CC=C3)C ((3aS-cis)-1,2,3,3a,8,8a-hexahydro-5-methoxy-1-(2-phenylethyl)-3a,8-dimethylpyrrolo[2,3-b]indole), B(Br)(Br)Br (boron tribromide). Solvent: C(Cl)(Cl)Cl (chloroform), C(Cl)(Cl)Cl (chloroform). Run at time 3 day. Yields the product C1(=CC=CC=C1)CCN1CC[C@@]2([C@H]1N(C1=CC=C(C=C21)O)C)C ((3aS-cis)-1,2,3,3a,8,8a- hexahydro-1-(2-phenylethyl)-3a,8-dimethylpyrrolo[2,3-b]indol-5-ol). Reaction SMILES: C[O:2][C:3]1[CH:4]=[C:5]2[C:9](=[CH:10][CH:11]=1)[N:8]([CH3:12])[C@H:7]1[N:13]([CH2:16][CH2:17][C:18]3[CH:23]=[CH:22][CH:21]=[CH:20][CH:19]=3)[CH2:14][CH2:15][C@@:6]21[CH3:24].B(Br)(Br)Br>C(Cl)(Cl)Cl>[C:18]1([CH2:17][CH2:16][N:13]2[C@@H:7]3[N:8]([CH3:12])[C:9]4[C:5]([C@:6]3([CH3:24])[CH2:15][CH2:14]2)=[CH:4][C:3]([OH:2])=[CH:11][CH:10]=4)[CH:23]=[CH:22][CH:21]=[CH:20][CH:19]=1. Procedure: To a stirred solution under nitrogen of 3.22 g of (3aS-cis)-1,2,3,3a,8,8a-hexahydro-5-methoxy-1-(2-phenylethyl)-3a,8-dimethylpyrrolo[2,3-b]indole in 50 ml of degassed chloroform is added dropwise at 0° C. a solution of 10.1 g of boron tribromide in 50 ml of degassed chloroform. The mixture is stirred for about 3 days at room temperature, cooled to 0° C. and cautiously quenched by the dropwise addition of water. The mixture is stirred vigorously for 0.5 hour, and a sufficient volume of saturated ... Starting materials: C(C1=CC=CC=C1)C(CC1=CC(=C(C=C1)N1CC(NS1(=O)=O)=O)OCC1=CC=CC=C1)C(C1=CC=CC=C1)=O (5-[4-(2-benzyl-3-oxo-3-phenylpropyl)-2-benzyloxyphenyl]-1,1-dioxo-1,2,5-thiadiazolidin-3-one). The reagents and catalysts are [Pd] (Pd/C). Run in C(C)O.O (ethanol water). Run at time 8 hour. The product is C(C1=CC=CC=C1)C(CC1=CC(=C(C=C1)N1CC(NS1(=O)=O)=O)O)C(C1=CC=CC=C1)=O (5-[4-(2-Benzyl-3-oxo-3-phenylpropyl)-2-hydroxyphenyl]-1,1-dioxo-1,2,5-thiadiazolidin-3-one). Reaction SMILES: [CH2:1]([CH:8]([C:32](=[O:39])[C:33]1[CH:38]=[CH:37][CH:36]=[CH:35][CH:34]=1)[CH2:9][C:10]1[CH:15]=[CH:14][C:13]([N:16]2[S:20](=[O:22])(=[O:21])[NH:19][C:18](=[O:23])[CH2:17]2)=[C:12]([O:24]CC2C=CC=CC=2)[CH:11]=1)[C:2]1[CH:7]=[CH:6][CH:5]=[CH:4][CH:3]=1>C(O)C.O.[Pd]>[CH2:1]([CH:8]([C:32](=[O:39])[C:33]1[CH:38]=[CH:37][CH:36]=[CH:35][CH:34]=1)[CH2:9][C:10]1[CH:15]=[CH:14][C:13]([N:16]2[S:20](=[O:22])(=[O:21])[NH:19][C:18](=[O:23])[CH2:17]2)=[C:12]([OH:24])[CH:11]=1)[C:2]1[CH:3]=[CH:4][CH:5]=[CH:6][CH:7]=1 |f:1.2|. Reported procedure: A mixture of 5-[4-(2-benzyl-3-oxo-3-phenylpropyl)-2-benzyloxyphenyl]-1,1-dioxo-1,2,5-thiadiazolidin-3-one (40 mg, 0.069 mmol) and 7 mg of Degussa 5% Pd/C in 4 mL of ethanol/water (1:1) is hydrogenated at 1 atm for 8 h at RT. The catalyst is filtered through Celite, washed with 1:1 ethanol/water and the filtrate concentrated under reduced pressure. The resulting residue is stripped four times with ethanol and the resulting solid is triturated with ether and dried to afford the title compound as a... The reactants are ClC=1C=C(C=C(C1)Cl)C1(CC(=NO1)C1=CC=C(C(=O)O)C=C1)C(F)(F)F (4-[5-(3,5-dichlorophenyl)-5-trifluoromethyl-4,5-dihydroisoxazol-3-yl]benzoic acid), S(=O)(Cl)Cl (thionyl chloride). Reagents/catalysts: CN(C=O)C (N,N-dimethylformamide). The solvent is C1=CC=CC=C1 (benzene). Yields the product ClC=1C=C(C=C(C1)Cl)C1(CC(=NO1)C1=CC=C(C(=O)Cl)C=C1)C(F)(F)F (4-[5-(3,5-dichlorophenyl)-5-trifluoromethyl-4,5-dihydroisoxazol-3-yl]benzoic acid chloride). Yield: 173.1%. Reaction SMILES: [Cl:1][C:2]1[CH:3]=[C:4]([C:9]2([C:23]([F:26])([F:25])[F:24])[O:13][N:12]=[C:11]([C:14]3[CH:22]=[CH:21][C:17]([C:18](O)=[O:19])=[CH:16][CH:15]=3)[CH2:10]2)[CH:5]=[C:6]([Cl:8])[CH:7]=1.S(Cl)([Cl:29])=O>C1C=CC=CC=1.CN(C)C=O>[Cl:1][C:2]1[CH:3]=[C:4]([C:9]2([C:23]([F:25])([F:24])[F:26])[O:13][N:12]=[C:11]([C:14]3[CH:15]=[CH:16][C:17]([C:18]([Cl:29])=[O:19])=[CH:21][CH:22]=3)[CH2:10]2)[CH:5]=[C:6]([Cl:8])[CH:7]=1. Procedure: In a suspension of 1.00 g of 4-[5-(3,5-dichlorophenyl)-5-trifluoromethyl-4,5-dihydroisoxazol-3-yl]benzoic acid in 10 ml of benzene, 0.44 g of thionyl chloride and a catalytic amount (2 to 3 drops) of N,N-dimethylformamide were added, and stirred under reflux with heat for 2.5 hours. After the completion of the reaction, the solvent was distilled off under reduced pressure to obtain 1.81 g of crude 4-[5-(3,5-dichlorophenyl)-5-trifluoromethyl-4,5-dihydroisoxazol-3-yl]benzoic acid chloride as pale ... Starting materials: C1CCOC1, CC(C)(C)[O-], CS(=O)(=O)Cl, [K+], N#Cc1cc(I)c(N)cc1C(F)(F)F. Reaction SMILES: [CH2:26]1[O:27][CH2:28][CH2:29][CH2:30]1.[CH3:15][C:16]([CH3:17])([O-:18])[CH3:19].[CH3:21][S:22]([Cl:23])(=[O:24])=[O:25].[K+:20].[NH2:1][c:2]1[cH:3][c:4]([C:11]([F:12])([F:13])[F:14])[c:5]([C:6]#[N:7])[cH:8][c:9]1[I:10]>>[NH:1]([c:2]1[cH:3][c:4]([C:11]([F:12])([F:13])[F:14])[c:5]([C:6]#[N:7])[cH:8][c:9]1[I:10])[S:22]([CH3:21])(=[O:24])=[O:25]. The product is CS(=O)(=O)Nc1cc(C(F)(F)F)c(C#N)cc1I.